describe an organic reaction: reactants, conditions, products, and yield From a dataset of the Open Reaction Database (ORD), a public repository of structured organic reaction records. The reactants are CC(C)(C)O, CC(C)(C)[O-], CC1(C)OB(c2cn[nH]c2)OC1(C)C, CCOc1ccc(CCl)cn1, [K+]. Yields the product CCOc1ccc(Cn2cc(B3OC(C)(C)C(C)(C)O3)cn2)cn1. As a reaction SMILES: [C:32]([OH:33])([CH3:34])([CH3:35])[CH3:36].[CH3:15][C:16]([CH3:17])([O-:18])[CH3:19].[CH3:1][C:2]1([CH3:14])[O:3][B:4]([c:9]2[cH:10][n:11][nH:12][cH:13]2)[O:5][C:6]1([CH3:7])[CH3:8].[Cl:21][CH2:22][c:23]1[cH:24][cH:25][c:26]([O:29][CH2:30][CH3:31])[n:27][cH:28]1.[K+:20]>>[CH3:1][C:2]1([CH3:14])[O:3][B:4]([c:9]2[cH:10][n:11][n:12]([CH2:22][c:23]3[cH:24][cH:25][c:26]([O:29][CH2:30][CH3:31])[n:27][cH:28]3)[cH:13]2)[O:5][C:6]1([CH3:7])[CH3:8]. The reactants are [Na] (sodium), OCCC(=O)O (β-hydroxypropionic acid), ClC(=O)C1=CC2=C(OCC3=C(C2=O)C=CC=C3)C=C1 (2-chlorocarbonyl-6,11-dihydro-11-oxodibenz[b,e]oxepin). The solvent is O1CCCC1 (tetrahydrofuran). Run at time 18 hour. The product is O=C1C2=C(OCC3=C1C=CC=C3)C=CC(=C2)C(=O)OCCC(=O)O (β-Carboxyethyl 6,11-dihydro-11-oxodibenz[b,e]oxepin-2-carboxylate). Reaction SMILES: Cl[C:2]([C:4]1[CH:19]=[CH:18][C:7]2[O:8][CH2:9][C:10]3[CH:17]=[CH:16][CH:15]=[CH:14][C:11]=3[C:12](=[O:13])[C:6]=2[CH:5]=1)=[O:3].[Na].[OH:21][CH2:22][CH2:23][C:24]([OH:26])=[O:25]>O1CCCC1>[O:13]=[C:12]1[C:11]2[CH:14]=[CH:15][CH:16]=[CH:17][C:10]=2[CH2:9][O:8][C:7]2[CH:18]=[CH:19][C:4]([C:2]([O:21][CH2:22][CH2:23][C:24]([OH:26])=[O:25])=[O:3])=[CH:5][C:6]1=2 |^1:19|. Procedure: Dissolve 1.0 gm of 2-chlorocarbonyl-6,11-dihydro-11-oxodibenz[b,e]oxepin in 20 cc of tetrahydrofuran and add 1.0 gm of the sodium salt of β-hydroxypropionic acid. Stir the mixture at room temperature for 18 hours. Filter and evaporate the filtrate to dryness. Recrystallize the solid residue from ethanol to obtain the title product. Starting materials: ClC1=C(C=C(C=C1)N)N (4-chloro-1,3-phenylendiamine), C=C1CC(=O)O1 (diketene). Run in C1(=CC=CC=C1)C (toluene), C1(=CC=CC=C1)C (toluene). Reaction conditions: temperature 30 celsius, time 6 hour. Product: CC1=CC(NC2=CC(=C(C=C12)Cl)N)=O (4-Methyl-6-chloro-7-aminoquinolone). Isolated yield 92.0%. As a reaction SMILES: [Cl:1][C:2]1[CH:7]=[CH:6][C:5]([NH2:8])=[CH:4][C:3]=1[NH2:9].[CH2:10]=[C:11]1O[C:13](=[O:14])[CH2:12]1>C1(C)C=CC=CC=1>[CH3:10][C:11]1[C:6]2[C:5](=[CH:4][C:3]([NH2:9])=[C:2]([Cl:1])[CH:7]=2)[NH:8][C:13](=[O:14])[CH:12]=1. Procedure: 28.6 g of 4-chloro-1,3-phenylendiamine are suspended at 22° C. in 400 ml of toluene. 17.6 g of diketene in 100 ml of toluene are added to the grey suspension in the course of 30 minutes at 25±2° C., the suspension briefly passing into solution before the mono-diketenisation product is precipitated in the form of a beige solid. Stirring is then carried out for 6 h at 22° C. Then 5 g of pyridinium para-toluenesulfonate (PPTS) are added and the mixture is boiled under reflux for 16 h. The yellow su... Procedure details: A solution of 3-(5-(tert-butylcarbamoyl)-4-formylthiophen-2-yl)-4-methylbenzoic acid (2.30 g, 6.7 mmol) in acetic acid (20 ml) was treated with hydrazine (0.73 ml, 20 mmol) and heated to 110° C. for 8 hrs. After cooling to RT the volatiles were removed in vacuo. The residue was recrystallized from MeOH. Yield: 1.01 g. MS (ESI, pos. ion) m/z: 287 (M+1). Product: CC1=C(C=C(C(=O)O)C=C1)C1=CC2=C(C(NN=C2)=O)S1 (4-methyl-3-(7-oxo-6,7-dihydrothieno[2,3-d]pyridazin-2-yl)benzoic acid). Conditions: temperature 110 celsius. The solvent is C(C)(=O)O (acetic acid). RXN SMILES: C([NH:5][C:6]([C:8]1[S:12][C:11]([C:13]2[CH:14]=[C:15]([CH:19]=[CH:20][C:21]=2[CH3:22])[C:16]([OH:18])=[O:17])=[CH:10][C:9]=1[CH:23]=O)=[O:7])(C)(C)C.[NH2:25]N>C(O)(=O)C>[CH3:22][C:21]1[CH:20]=[CH:19][C:15]([C:16]([OH:18])=[O:17])=[CH:14][C:13]=1[C:11]1[S:12][C:8]2[C:6](=[O:7])[NH:5][N:25]=[CH:23][C:9]=2[CH:10]=1. The reactants are C(C)(C)(C)NC(=O)C1=C(C=C(S1)C=1C=C(C(=O)O)C=CC1C)C=O (3-(5-(tert-butylcarbamoyl)-4-formylthiophen-2-yl)-4-methylbenzoic acid), NN (hydrazine).